This data is from the Open Reaction Database (ORD), a public repository of structured organic reaction records. The task is: describe an organic reaction: reactants, conditions, products, and yield Starting materials: COC1=C(C2=C(C(CO2)=O)C=C1)C (6-methoxy-7-methylbenzofuran-3(2H)-one), BrN1C(CCC1=O)=O (N-bromosuccinimide), C(C1=CC=CC=C1)(=O)OOC(C1=CC=CC=C1)=O (benzoyl peroxide). Run in C(Cl)(Cl)(Cl)Cl (carbon tetrachloride). Product: BrCC1=C(C=CC=2C(COC21)=O)OC (7-(bromomethyl)-6-methoxybenzofuran-3(2H)-one). Isolated yield 42.5%. RXN SMILES: [CH3:1][O:2][C:3]1[CH:12]=[CH:11][C:6]2[C:7](=[O:10])[CH2:8][O:9][C:5]=2[C:4]=1[CH3:13].[Br:14]N1C(=O)CCC1=O.C(OOC(=O)C1C=CC=CC=1)(=O)C1C=CC=CC=1>C(Cl)(Cl)(Cl)Cl>[Br:14][CH2:13][C:4]1[C:5]2[O:9][CH2:8][C:7](=[O:10])[C:6]=2[CH:11]=[CH:12][C:3]=1[O:2][CH3:1]. Procedure details: A solution of 6-methoxy-7-methylbenzofuran-3(2H)-one (0.670 g, 3.76 mmol) in carbon tetrachloride (38 mL) was added with N-bromosuccinimide (0.737 g, 4.14 mmol) and benzoyl peroxide (0.0456 g, 0.188 mmol), and the mixture was refluxed for 4 hours by heating. The reaction mixture was cooled to room temperature, and then filtered, and the filtrate was concentrated. The resulting residue was purified by silica gel column chromatography (chloroform/methanol) to obtain 7-(bromomethyl)-6-methoxybenzof... The reactants are [BH4-], CO, Cc1c(C(=O)Nc2ncc(C=O)s2)nnn1Cc1ccc(Cl)c(Cl)c1, ClCCl, [Na+]. Product: Cc1c(C(=O)Nc2ncc(CO)s2)nnn1Cc1ccc(Cl)c(Cl)c1. As a reaction SMILES: [BH4-:26].[CH3:31][OH:32].[Cl:1][c:2]1[cH:3][c:4]([CH2:9][n:10]2[n:11][n:12][c:13]([C:16](=[O:17])[NH:18][c:19]3[s:20][c:21]([CH:24]=[O:25])[cH:22][n:23]3)[c:14]2[CH3:15])[cH:5][cH:6][c:7]1[Cl:8].[Cl:28][CH2:29][Cl:30].[Na+:27]>>[Cl:1][c:2]1[cH:3][c:4]([CH2:9][n:10]2[n:11][n:12][c:13]([C:16](=[O:17])[NH:18][c:19]3[s:20][c:21]([CH2:24][OH:25])[cH:22][n:23]3)[c:14]2[CH3:15])[cH:5][cH:6][c:7]1[Cl:8]. Yield: 66.4%. As a reaction SMILES: CC1=CC=C(N)N=C1.[C-]#[N+]C1CCCCC1.COC1=CC=C(C=O)C=C1OCC1=CC=CC=C1>>COC1=C(OCC2=CC=CC=C2)C=C(C=C1)C1=C(NC2CCCCC2)N2C=C(C)C=CC2=N1. Run in CC(C)O (isopropyl alcohol), CC(C)O (isopropylalcohol). The product is Cc1ccc2nc(c3ccc(c(c3)OCc3ccccc3)OC)c(NC3CCCCC3)n2c1. Run at temperature 22 celsius, time 20 hour. Reagents/catalysts: O=C(O)C(F)(F)F (trifluoroacetic acid). The reactants are COc1ccc(C=O)cc1OCc1ccccc1, CC1=CN=C(C=C1)N, [C-]#[N+]C1CCCCC1. Starting materials: C[Mg]I (methylmagnesium iodide), C(C)OCC (diethyl ether), C(C)(=O)C1=CC=C(C=C1)NC1=CC(=NC=N1)N(C(=O)NC1=C(C=CC=C1Cl)Cl)C (1-[6-(4-acetyl-phenylamino)-pyrimidin-4-yl]-3-(2,6-dichloro-phenyl)-1-methyl-urea). Run in C1CCOC1 (THF). Conditions: time 5 hour. Yields the product ClC1=C(C(=CC=C1)Cl)NC(N(C)C1=NC=NC(=C1)NC1=CC=C(C=C1)C(C)(C)O)=O (3-(2,6-Dichloro-phenyl)-1-{6-[4-(1-hydroxy-1-methyl-ethyl)-phenylamino]-pyrimidin-4-yl}-1-methyl-urea). As a reaction SMILES: C[Mg]I.[CH2:4](OCC)C.[C:9]([C:12]1[CH:17]=[CH:16][C:15]([NH:18][C:19]2[N:24]=[CH:23][N:22]=[C:21]([N:25]([CH3:37])[C:26]([NH:28][C:29]3[C:34]([Cl:35])=[CH:33][CH:32]=[CH:31][C:30]=3[Cl:36])=[O:27])[CH:20]=2)=[CH:14][CH:13]=1)(=[O:11])[CH3:10]>C1COCC1>[Cl:35][C:34]1[CH:33]=[CH:32][CH:31]=[C:30]([Cl:36])[C:29]=1[NH:28][C:26](=[O:27])[N:25]([C:21]1[CH:20]=[C:19]([NH:18][C:15]2[CH:14]=[CH:13][C:12]([C:9]([OH:11])([CH3:4])[CH3:10])=[CH:17][CH:16]=2)[N:24]=[CH:23][N:22]=1)[CH3:37]. Procedure: To a freshly prepared solution of methylmagnesium iodide in diethyl ether (8 mL, ˜7 mmol) is added 1-[6-(4-acetyl-phenylamino)-pyrimidin-4-yl]-3-(2,6-dichloro-phenyl)-1-methyl-urea (0.5 g, 1.16 mmol) in several portions. After stirring for 5 h, THF (4 mL) is added. After 16 h the reaction is quenched by the addition of H2O and CH3OH and evaporated in vacuo. The residue is co-evaporated twice with toluene and purified by flash chromatography (CH2Cl2/CH3OH). The combined pure fractions are evapora... Reactants: Cc1sc2cc3ccccc3c(-c3ccc(OS(C)(=O)=O)cc3)c2c1C, CC(=O)O, [O-][I+2]([O-])O, I, [Na+], C1CCOC1, O=S(=O)(O)O, O=S([O-])O. The product is Cc1sc2c(I)c3ccccc3c(-c3ccc(OS(C)(=O)=O)cc3)c2c1C. RXN SMILES: [CH3:1][c:2]1[c:3]([CH3:26])[c:4]2[c:5]([s:6]1)[cH:7][c:8]1[cH:9][cH:10][cH:11][cH:12][c:13]1[c:14]2-[c:15]1[cH:16][cH:17][c:18]([O:21][S:22](=[O:23])(=[O:24])[CH3:25])[cH:19][cH:20]1.[CH3:47][C:48](=[O:49])[OH:50].[I+2:33]([OH:34])([O-:35])[O-:36].[I:32].[Na+:41].[O:42]1[CH2:43][CH2:44][CH2:45][CH2:46]1.[S:27](=[O:28])(=[O:29])([OH:30])[OH:31].[S:37](=[O:38])([OH:39])[O-:40]>>[CH3:1][c:2]1[c:3]([CH3:26])[c:4]2[c:5]([s:6]1)[c:7]([I:33])[c:8]1[cH:9][cH:10][cH:11][cH:12][c:13]1[c:14]2-[c:15]1[cH:16][cH:17][c:18]([O:21][S:22](=[O:23])(=[O:24])[CH3:25])[cH:19][cH:20]1. Starting materials: C(C(=O)O)(=O)O (oxalic acid), C(C=C)(=O)OCC (ethyl acrylate), C([O-])([O-])=O.[K+].[K+] (potassium carbonate), C(C1=CC=CC=C1)N1CCC(CC1)NC=1SC=C(N1)C1=CC=C(C#N)C=C1 (4-{2-[N-(1-benzylpiperid-4-yl)amino]-1,3-thiazol-4-yl}benzonitrile). The reagents and catalysts are [Br-].C(CCC)[N+](CCCC)(CCCC)CCCC (tetrabutylammonium bromide). Run in CC(=O)C (acetone), O (water), C(C)(C)OC(C)C (isopropyl ether), C1(=CC=CC=C1)C (toluene). The product is C(C(=O)O)(=O)O.C(C1=CC=CC=C1)N1CCC(CC1)N(C=1SC=C(N1)C1=CC=C(C=C1)C#N)CCC(=O)OCC (Ethyl 3-{N-(1-benzylpiperid-4-yl)-N-[4-(4-cyano-phenyl)-1,3-thiazol-2-yl]amino}propionate oxalate). Isolated yield 84.0%. As a reaction SMILES: [C:1]([O:5][CH2:6][CH3:7])(=[O:4])[CH:2]=[CH2:3].C(=O)([O-])[O-].[K+].[K+].[CH2:14]([N:21]1[CH2:26][CH2:25][CH:24]([NH:27][C:28]2[S:29][CH:30]=[C:31]([C:33]3[CH:40]=[CH:39][C:36]([C:37]#[N:38])=[CH:35][CH:34]=3)[N:32]=2)[CH2:23][CH2:22]1)[C:15]1[CH:20]=[CH:19][CH:18]=[CH:17][CH:16]=1.[C:41]([OH:46])(=[O:45])[C:42]([OH:44])=[O:43]>[Br-].C([N+](CCCC)(CCCC)CCCC)CCC.C1(C)C=CC=CC=1.C(OC(C)C)(C)C.CC(C)=O.O>[C:41]([OH:46])(=[O:45])[C:42]([OH:44])=[O:43].[CH2:14]([N:21]1[CH2:26][CH2:25][CH:24]([N:27]([CH2:3][CH2:2][C:1]([O:5][CH2:6][CH3:7])=[O:4])[C:28]2[S:29][CH:30]=[C:31]([C:33]3[CH:40]=[CH:39][C:36]([C:37]#[N:38])=[CH:35][CH:34]=3)[N:32]=2)[CH2:23][CH2:22]1)[C:15]1[CH:20]=[CH:19][CH:18]=[CH:17][CH:16]=1 |f:1.2.3,6.7,12.13|. Procedure details: 25.92 ml of ethyl acrylate, 32.98 g of potassium carbonate and 7.7 g of tetrabutylammonium bromide are added to 44.8 g of 4-{2-[N-(1-benzylpiperid-4-yl)amino]-1,3-thiazol-4-yl}benzonitrile in 900 ml of toluene, and then the reaction mixture is heated under reflux for 24 hours. The reaction mixture is cooled, then water is added and the mixture is separated after settling has taken place. The organic phase is dried over sodium sulphate and then evaporated to dryness. The oil obtained is taken up ... Reactants: CCn1c(=O)c(-c2ccc(C(=O)OC)cc2Cl)cc2cnc(Nc3ccc(N4CCN(C)CC4)cc3)nc21, CCO, NN, O. Product: CCn1c(=O)c(-c2ccc(C(=O)NN)cc2Cl)cc2cnc(Nc3ccc(N4CCN(C)CC4)cc3)nc21. RXN SMILES: [CH3:1][O:2][C:3]([c:4]1[cH:5][c:6]([Cl:37])[c:7](-[c:10]2[cH:11][c:12]3[c:13]([n:14][c:15]([NH:18][c:19]4[cH:20][cH:21][c:22]([N:25]5[CH2:26][CH2:27][N:28]([CH3:31])[CH2:29][CH2:30]5)[cH:23][cH:24]4)[n:16][cH:17]3)[n:32]([CH2:35][CH3:36])[c:33]2=[O:34])[cH:8][cH:9]1)=[O:38].[CH3:42][CH2:43][OH:44].[NH2:40][NH2:41].[OH2:39]>>[C:3]([c:4]1[cH:5][c:6]([Cl:37])[c:7](-[c:10]2[cH:11][c:12]3[c:13]([n:14][c:15]([NH:18][c:19]4[cH:20][cH:21][c:22]([N:25]5[CH2:26][CH2:27][N:28]([CH3:31])[CH2:29][CH2:30]5)[cH:23][cH:24]4)[n:16][cH:17]3)[n:32]([CH2:35][CH3:36])[c:33]2=[O:34])[cH:8][cH:9]1)(=[O:39])[NH:40][NH2:41]. Reactants: BrC=1C=C(C=NC1Cl)C(=O)O (5-bromo-6-chloro-3-pyridinecarboxylic acid), N[C@H]1[C@@H](CCCC1)O ((1R,2R)-2-amino-1-cyclohexanol), N1=C(C=CC=C1)CO (2-pyridinemethanol), ClC1=CC=C(C=C1)B(O)O ((4-chloro-phenyl)-boronic acid). The product is ClC1=CC=C(C=C1)C=1C(=NC=C(C(=O)N[C@H]2[C@@H](CCCC2)O)C1)OCC1=NC=CC=C1 (5-(4-chloro-phenyl)-N-((1R,2R)-2-hydroxy-cyclohexyl)-6-(pyridin-2-ylmethoxy)-nicotinamide). RXN SMILES: Br[C:2]1[CH:3]=[C:4]([C:9]([OH:11])=O)[CH:5]=[N:6][C:7]=1Cl.[N:12]1[CH:17]=[CH:16][CH:15]=[CH:14][C:13]=1[CH2:18][OH:19].[Cl:20][C:21]1[CH:26]=[CH:25][C:24](B(O)O)=[CH:23][CH:22]=1.[NH2:30][C@@H:31]1[CH2:36][CH2:35][CH2:34][CH2:33][C@H:32]1[OH:37]>>[Cl:20][C:21]1[CH:26]=[CH:25][C:24]([C:2]2[C:7]([O:19][CH2:18][C:13]3[CH:14]=[CH:15][CH:16]=[CH:17][N:12]=3)=[N:6][CH:5]=[C:4]([CH:3]=2)[C:9]([NH:30][C@@H:31]2[CH2:36][CH2:35][CH2:34][CH2:33][C@H:32]2[OH:37])=[O:11])=[CH:23][CH:22]=1. Reported procedure: The title compound was synthesized in analogy to Example 31, using 5-bromo-6-chloro-3-pyridinecarboxylic acid, 2-pyridinemethanol, (4-chloro-phenyl)-boronic acid and ((1R,2R)-2-amino-1-cyclohexanol as starting materials to yield 5-(4-chloro-phenyl)-N-((1R,2R)-2-hydroxy-cyclohexyl)-6-(pyridin-2-ylmethoxy)-nicotinamide, MS (ISP) 440.2 (M+H)+.